Task: describe an organic reaction: reactants, conditions, products, and yield. Dataset: the Open Reaction Database (ORD), a public repository of structured organic reaction records The reactants are CCO, Cl, N#Cc1ccsc1Nc1cc(F)c(F)cc1[N+](=O)[O-]. Product: Cl, NC1=Nc2cc(F)c(F)cc2Nc2sccc21. Reaction SMILES: [CH3:21][CH2:22][OH:23].[ClH:20].[F:1][c:2]1[cH:3][c:4]([N+:17]([O-:18])=[O:19])[c:5]([NH:9][c:10]2[s:11][cH:12][cH:13][c:14]2[C:15]#[N:16])[cH:6][c:7]1[F:8]>>[ClH:20].[F:1][c:2]1[cH:3][c:4]2[c:5]([cH:6][c:7]1[F:8])[NH:9][c:10]1[s:11][cH:12][cH:13][c:14]1[C:15]([NH2:16])=[N:17]2. Reactants: N#N (N2), C(C)C=1N=C(N(C1C(=O)O)CC1=CC=C(C=C1)C1=C(C=CC=C1)C1=NN=NN1C(C1=CC=CC=C1)(C1=CC=CC=C1)C1=CC=CC=C1)CCC (4-ethyl-2-propyl-1-[[2'-(N-triphenylmethyl(tetrazol-5-yl))biphenyl-4-yl]methyl]imidazole-5-carboxylic acid), BrC(C(=O)NC1=CC=CC=C1)C (2-bromo-N-phenylpropionamide), C(=O)([O-])[O-].[K+].[K+] (K2CO3). The solvent is CN(C)C=O (DMF). Conditions: time 10 minute. Yields the product C(C)C=1N=C(N(C1C(=O)OCCC(=O)NC1=CC=CC=C1)CC1=CC=C(C=C1)C1=C(C=CC=C1)C1=NN=NN1C(C1=CC=CC=C1)(C1=CC=CC=C1)C1=CC=CC=C1)CCC (N-phenyl-2-(aminocarbonyl)ethyl 4-ethyl-2-propyl-1-[[2'-(N-triphenylmethyl(tetrazol-5-yl) )biphenyl-4-yl]methyl]imidazole-5-carboxylate). Yield: 43.3%. RXN SMILES: [CH2:1]([C:3]1[N:4]=[C:5]([CH2:48][CH2:49][CH3:50])[N:6]([CH2:11][C:12]2[CH:17]=[CH:16][C:15]([C:18]3[CH:23]=[CH:22][CH:21]=[CH:20][C:19]=3[C:24]3[N:28]([C:29]([C:42]4[CH:47]=[CH:46][CH:45]=[CH:44][CH:43]=4)([C:36]4[CH:41]=[CH:40][CH:39]=[CH:38][CH:37]=4)[C:30]4[CH:35]=[CH:34][CH:33]=[CH:32][CH:31]=4)[N:27]=[N:26][N:25]=3)=[CH:14][CH:13]=2)[C:7]=1[C:8]([OH:10])=[O:9])[CH3:2].Br[CH:52]([CH3:62])[C:53]([NH:55][C:56]1[CH:61]=[CH:60][CH:59]=[CH:58][CH:57]=1)=[O:54].C([O-])([O-])=O.[K+].[K+].N#N>CN(C=O)C>[CH2:1]([C:3]1[N:4]=[C:5]([CH2:48][CH2:49][CH3:50])[N:6]([CH2:11][C:12]2[CH:13]=[CH:14][C:15]([C:18]3[CH:23]=[CH:22][CH:21]=[CH:20][C:19]=3[C:24]3[N:28]([C:29]([C:42]4[CH:43]=[CH:44][CH:45]=[CH:46][CH:47]=4)([C:36]4[CH:41]=[CH:40][CH:39]=[CH:38][CH:37]=4)[C:30]4[CH:31]=[CH:32][CH:33]=[CH:34][CH:35]=4)[N:27]=[N:26][N:25]=3)=[CH:16][CH:17]=2)[C:7]=1[C:8]([O:10][CH2:62][CH2:52][C:53]([NH:55][C:56]1[CH:61]=[CH:60][CH:59]=[CH:58][CH:57]=1)=[O:54])=[O:9])[CH3:2] |f:2.3.4|. Reported procedure: To a solution/suspension of 0.66 g 4-ethyl-2-propyl-1-[[2'-(N-triphenylmethyl(tetrazol-5-yl))biphenyl-4-yl]methyl]imidazole-5-carboxylic acid, 0.23 g 2-bromo-N-phenylpropionamide, and 0.15 g K2CO3 in 7 mL of DMF was added 0.17 g of KI. The reaction was stirred 10 minutes at room temperature, then heated in a N2 atmosphere at 70° C. overnight. The reaction was partitioned between H2O and EtOAc, and the organic extract washed with brine and dried with MgSO4. Filtration, concentration, and flash ch... Starting materials: C(C1=CC=CC=C1)OC(=O)N1[C@@H](C[C@@H]([C@H](C1)OCC=1C=CC2=C(N(CCO2)CCCOC)C1)C1=CC=C(C=C1)OC)C(=O)O ((2S,4R,5R)-4-(4-methoxy-phenyl)-5-[4-(3-methoxy-propyl)-3,4-dihydro-2H-benzo[1,4]oxazin-6-ylmethoxy]-piperidin-1,2-dicarboxylic acid 1-benzyl ester), CNC (dimethylamine). Yields the product C(C1=CC=CC=C1)OC(=O)N1[C@@H](C[C@@H]([C@H](C1)OCC=1C=CC2=C(N(CCO2)CCCOC)C1)C1=CC=C(C=C1)OC)C(N(C)C)=O ((2S,4R,5R)-2-Dimethylcarbamoyl-4-(4-methoxy-phenyl)-5-[4-(3-methoxy-propyl)-3,4-dihydro-2H-benzo[1,4]oxazin-6-ylmethoxy]-piperidine-1-carboxylic acid benzyl ester). As a reaction SMILES: [CH2:1]([O:8][C:9]([N:11]1[CH2:16][C@H:15]([O:17][CH2:18][C:19]2[CH:20]=[CH:21][C:22]3[O:27][CH2:26][CH2:25][N:24]([CH2:28][CH2:29][CH2:30][O:31][CH3:32])[C:23]=3[CH:33]=2)[C@@H:14]([C:34]2[CH:39]=[CH:38][C:37]([O:40][CH3:41])=[CH:36][CH:35]=2)[CH2:13][C@H:12]1[C:42](O)=[O:43])=[O:10])[C:2]1[CH:7]=[CH:6][CH:5]=[CH:4][CH:3]=1.[CH3:45][NH:46][CH3:47]>>[CH2:1]([O:8][C:9]([N:11]1[CH2:16][C@H:15]([O:17][CH2:18][C:19]2[CH:20]=[CH:21][C:22]3[O:27][CH2:26][CH2:25][N:24]([CH2:28][CH2:29][CH2:30][O:31][CH3:32])[C:23]=3[CH:33]=2)[C@@H:14]([C:34]2[CH:35]=[CH:36][C:37]([O:40][CH3:41])=[CH:38][CH:39]=2)[CH2:13][C@H:12]1[C:42](=[O:43])[N:46]([CH3:47])[CH3:45])=[O:10])[C:2]1[CH:3]=[CH:4][CH:5]=[CH:6][CH:7]=1. Reported procedure: Similar to example 6a, 50.0 mg of (2S,4R,5R)-4-(4-methoxy-phenyl)-5-[4-(3-methoxy-propyl)-3,4-dihydro-2H-benzo[1,4]oxazin-6-ylmethoxy]-piperidin-1,2-dicarboxylic acid 1-benzyl ester (from example 3b) are allowed to react with dimethylamine to afford the title compound as a yellow oil. Rf=0.04 (dichlormethane-methanol 98:2); Rt=4.85.